This data is from the Open Reaction Database (ORD), a public repository of structured organic reaction records. The task is: describe an organic reaction: reactants, conditions, products, and yield Reactants: 4-methylpiperidine-4-carbonitrile, HCl, CCN(C(C)C)C(C)C (DIEA), BrC=1C(=C(C(=NC1C)C)C(C(=O)OC(C)C)=O)Cl (isopropyl 2-(5-bromo-4-chloro-2,6-dimethylpyridin-3-yl)-2-oxoacetate). Solvent: CCOCC (ether), CC#N (CH3CN). Conditions: temperature 80 celsius, time 72 hour. Yields the product BrC=1C(=C(C(=NC1C)C)C(C(=O)OC(C)C)=O)N1CCC(CC1)(C)C#N (isopropyl 2-(5-bromo-4-(4-cyano-4-methylpiperidin-1-yl)-2,6-dimethylpyridin-3-yl)-2-oxoacetate). Yield: 76.1%. RXN SMILES: CC[N:3]([CH:7]([CH3:9])C)[CH:4]([CH3:6])C.[Br:10][C:11]1[C:12](Cl)=[C:13]([C:19](=[O:26])[C:20]([O:22][CH:23]([CH3:25])[CH3:24])=[O:21])[C:14]([CH3:18])=[N:15][C:16]=1[CH3:17]>CC#N.CCOCC>[Br:10][C:11]1[C:12]([N:3]2[CH2:4][CH2:6][C:13]([C:14]#[N:15])([CH3:12])[CH2:9][CH2:7]2)=[C:13]([C:19](=[O:26])[C:20]([O:22][CH:23]([CH3:25])[CH3:24])=[O:21])[C:14]([CH3:18])=[N:15][C:16]=1[CH3:17]. Procedure details: To a solution of 4-methylpiperidine-4-carbonitrile, HCl (1.0 g, 6.22 mmol) and DIEA (4.4 mL, 24.9 mmol) in anhydrous CH3CN (30 mL) was added isopropyl 2-(5-bromo-4-chloro-2,6-dimethylpyridin-3-yl)-2-oxoacetate (2.1 g, 6.22 mmol) at rt. The resulting mixture was placed in a pre-heated oil bath (80° C.) and stirred for 72 h; cooled, diluted with ether, washed with water, brine, and dried (MgSO4). The crude product was charged (DCM) to a 80 g ISCO silica gel cartridge and gradient eluted (5-35% EtO... Reactants: CC(C)(C)OC(=O)N1CCC(N)CC1, O=C([O-])[O-], C1CCOC1, O=[N+]([O-])c1cc(Cl)ccc1F, Cl, [Cs+], [Cs+]. The product is CC(C)(C)OC(=O)N1CCC(Nc2ccc(Cl)cc2[N+](=O)[O-])CC1. Reaction SMILES: [C:1]([CH3:2])([CH3:3])([CH3:4])[O:5][C:6](=[O:7])[N:8]1[CH2:9][CH2:10][CH:11]([NH2:14])[CH2:12][CH2:13]1.[C:27](=[O:28])([O-:29])[O-:30].[CH2:33]1[O:34][CH2:35][CH2:36][CH2:37]1.[Cl:16][c:17]1[cH:18][c:19]([N+:24](=[O:25])[O-:26])[c:20]([F:23])[cH:21][cH:22]1.[ClH:15].[Cs+:31].[Cs+:32]>>[C:1]([CH3:2])([CH3:3])([CH3:4])[O:5][C:6](=[O:7])[N:8]1[CH2:9][CH2:10][CH:11]([NH:14][c:20]2[c:19]([N+:24](=[O:25])[O-:26])[cH:18][c:17]([Cl:16])[cH:22][cH:21]2)[CH2:12][CH2:13]1. Reactants: C1(CCCC1)OC=1C=C(C=CC1OC)/C=C/C=C/C=C/C=O (7-(3-cyclopentoxy-4-methoxyphenyl)-2,4,6-E,E,E-heptatriene-1-aldehyde), O1CCCC1 (tetrahydrofuran), oil, [H-].[Na+] (sodium hydride), CC(C)(C(=O)[O-])P(=O)(O)OC (trimethylphosphonoacetate), O1CCCC1 (tetrahydrofuran). Reaction conditions: time 2 hour. Product: C1(CCCC1)OC=1C=C(C=CC1OC)/C=C/C=C/C=C/C=C/C(=O)OC (Methyl 9-(3-cyclopentoxy-4-methoxyphenyl)-2,4,6,8-E,E,E,E-nonatetraenoate). As a reaction SMILES: [H-].[Na+].C[C:4](P(OC)(O)=O)([C:6]([O-:8])=[O:7])[CH3:5].[CH:14]1([O:19][C:20]2[CH:21]=[C:22](/[CH:28]=[CH:29]/[CH:30]=[CH:31]/[CH:32]=[CH:33]/C=O)[CH:23]=[CH:24][C:25]=2[O:26][CH3:27])[CH2:18][CH2:17][CH2:16][CH2:15]1.O1CCC[CH2:37]1>>[CH:14]1([O:19][C:20]2[CH:21]=[C:22](/[CH:28]=[CH:29]/[CH:30]=[CH:31]/[CH:32]=[CH:33]/[CH:5]=[CH:4]/[C:6]([O:8][CH3:37])=[O:7])[CH:23]=[CH:24][C:25]=2[O:26][CH3:27])[CH2:15][CH2:16][CH2:17][CH2:18]1 |f:0.1|. Procedure: To a stirred suspension of 0.13 g (2.71 mmol) of a 50% oil suspension of sodium hydride (previously washed with three, 3 mL portions of hexane) in 50 mL of dry tetrahydrofuran under a nitrogen atmosphere was added dropwise at room temperature 0.33 mL (2.04 mmol) of trimethylphosphonoacetate in 20 mL of dry tetrahydrofuran over a 5 minute period. The white suspension was stirred for an additional 2 hours after which time 0.40 g (1.34 mmol) of 7-(3-cyclopentoxy-4-methoxyphenyl)-2,4,6-E,E,E-heptatr... Reactants: ClCCl, CC(=O)O, COC(=O)c1nc(C)n2c1CN=C(c1ccccc1)c1cc(Cl)ccc1-2, [Zn]. Yields the product COC(=O)c1nc(C)n2c1CNC(c1ccccc1)c1cc(Cl)ccc1-2. Reaction SMILES: [CH2:27]([Cl:28])[Cl:29].[CH3:31][C:32](=[O:33])[OH:34].[Cl:1][c:2]1[cH:3][cH:4][c:5]2[c:6]([cH:26]1)[C:7]([c:20]1[cH:21][cH:22][cH:23][cH:24][cH:25]1)=[N:8][CH2:9][c:10]1[n:11]-2[c:12]([CH3:19])[n:13][c:14]1[C:15](=[O:16])[O:17][CH3:18].[Zn:30]>>[Cl:1][c:2]1[cH:3][cH:4][c:5]2[c:6]([cH:26]1)[CH:7]([c:20]1[cH:21][cH:22][cH:23][cH:24][cH:25]1)[NH:8][CH2:9][c:10]1[n:11]-2[c:12]([CH3:19])[n:13][c:14]1[C:15](=[O:16])[O:17][CH3:18]. Starting materials: Cc1cc(C(C)(C)C)c(O)c(C)c1CC(=O)Cl, CCCCCCCCCCCCCCCCCCNC, c1ccccc1. The product is CCCCCCCCCCCCCCCCCCN(C)C(=O)Cc1c(C)cc(C(C)(C)C)c(O)c1C. As a reaction SMILES: [C:1]([CH3:2])([CH3:3])([CH3:4])[c:5]1[c:6]([OH:17])[c:7]([CH3:16])[c:8]([CH2:12][C:13](=[O:14])[Cl:15])[c:9]([CH3:11])[cH:10]1.[CH3:18][NH:19][CH2:20][CH2:21][CH2:22][CH2:23][CH2:24][CH2:25][CH2:26][CH2:27][CH2:28][CH2:29][CH2:30][CH2:31][CH2:32][CH2:33][CH2:34][CH2:35][CH2:36][CH3:37].[cH:38]1[cH:39][cH:40][cH:41][cH:42][cH:43]1>>[C:1]([CH3:2])([CH3:3])([CH3:4])[c:5]1[c:6]([OH:17])[c:7]([CH3:16])[c:8]([CH2:12][C:13](=[O:14])[N:19]([CH3:18])[CH2:20][CH2:21][CH2:22][CH2:23][CH2:24][CH2:25][CH2:26][CH2:27][CH2:28][CH2:29][CH2:30][CH2:31][CH2:32][CH2:33][CH2:34][CH2:35][CH2:36][CH3:37])[c:9]([CH3:11])[cH:10]1. Starting materials: ClC(=O)OC(C)Cl (1-chlorethyl chloroformate), CN(C)CCCC1(C=2C=CC(=CC2CO1)C#N)C=3C=CC(=CC3)F.Br (citalopram hydrobromide). Run in CCOC(=O)C (EtOAc), [OH-].[NH4+] (ammonium hydroxide). Run at temperature 130 celsius, time 14 hour. The product is CNCCCC1(OCC2=C1C=CC(=C2)C#N)C2=CC=C(C=C2)F (1-[3-(methylamino)propyl]-1-(4-fluorophenyl)-1,3-dihydro-2-benzofuran-5-carbonitrile), product. As a reaction SMILES: [CH3:1][N:2]([CH2:4][CH2:5][CH2:6][C:7]1([C:18]2[CH:19]=[CH:20][C:21]([F:24])=[CH:22][CH:23]=2)[O:15][CH2:14][C:13]2[CH:12]=[C:11]([C:16]#[N:17])[CH:10]=[CH:9][C:8]1=2)C.Br.ClC(OC(Cl)C)=O>CCOC(C)=O.[OH-].[NH4+]>[CH3:1][NH:2][CH2:4][CH2:5][CH2:6][C:7]1([C:18]2[CH:23]=[CH:22][C:21]([F:24])=[CH:20][CH:19]=2)[C:8]2[CH:9]=[CH:10][C:11]([C:16]#[N:17])=[CH:12][C:13]=2[CH2:14][O:15]1 |f:0.1,4.5|. Reported procedure: The title compound was prepared according to the method of C. Jin, et al (Synthetic Communications, 2007, 37, 901-908). Thus, citalopram hydrobromide (5.5 g, 13.6 mmol) in 500 mL EtOAc was washed with dilute ammonium hydroxide (100 mL). The EtOAc layer was washed 3×100 mL saturated aqueous NaCl and dried with MgSO4. The solvent was removed in vacuo and the residue was treated with 1-chlorethyl chloroformate (29.6 mL, 27.2 mmol), heated to 130° C. for 6 hr, cooled to rt and concentrated in vacuo.... Starting materials: COC(=O)C1COCC1N(S(=O)(=O)C1=CC=C(C=C1)OCC1=CC(=NC2=CC=CC=C12)C)C (4-{methyl-[4-(2-methyl-quinolin-4-ylmethoxy)-benzenesulfonyl]-amino}-tetrahydro-furan-3-carboxylic acid methyl ester), [OH-].[Li+] (lithium hydroxide). The solvent is C1CCOC1.CO.O (THF methanol water). The product is CN(C1C(COC1)C(=O)O)S(=O)(=O)C1=CC=C(C=C1)OCC1=CC(=NC2=CC=CC=C12)C (4-{methyl-[4-(2-methyl-quinolin-4-ylmethoxy)-benzenesulfonyl]-amino}-tetrahydro-furan-3-carboxylic acid), crude solid. Isolated yield 100.0%. RXN SMILES: C[O:2][C:3]([CH:5]1[CH:9]([N:10]([CH3:33])[S:11]([C:14]2[CH:19]=[CH:18][C:17]([O:20][CH2:21][C:22]3[C:31]4[C:26](=[CH:27][CH:28]=[CH:29][CH:30]=4)[N:25]=[C:24]([CH3:32])[CH:23]=3)=[CH:16][CH:15]=2)(=[O:13])=[O:12])[CH2:8][O:7][CH2:6]1)=[O:4].[OH-].[Li+]>C1COCC1.CO.O>[CH3:33][N:10]([S:11]([C:14]1[CH:15]=[CH:16][C:17]([O:20][CH2:21][C:22]2[C:31]3[C:26](=[CH:27][CH:28]=[CH:29][CH:30]=3)[N:25]=[C:24]([CH3:32])[CH:23]=2)=[CH:18][CH:19]=1)(=[O:12])=[O:13])[CH:9]1[CH2:8][O:7][CH2:6][CH:5]1[C:3]([OH:4])=[O:2] |f:1.2,3.4.5|. Procedure: A solution of 4-{methyl-[4-(2-methyl-quinolin-4-ylmethoxy)-benzenesulfonyl]-amino}-tetrahydro-furan-3-carboxylic acid methyl ester (0.160 g, 0.3 mmol) and lithium hydroxide (0.082 g,. 3.4 mmol) in THF:methanol:water (3: 2:2 mL) was stirred at 25° C. for 19 h. The solution was then washed with ethyl acetate (2×30 mL) and the aqueous layer was acidified with 2N HCl to pH ˜2. The aqueous layer was washed with ethyl acetate (3×40 mL). The combined organic layers were dried over MgSO4, filtered and c... The reactants are Cl.O1CCC2=C1C=CC(=C2)C2NCC1=C2NC=2C=CC=CC2C1=O (3-(2,3-dihydro-5-benzofuranyl)-1,2,3,4-tetrahydro-9H-pyrrolo[3,4-b]quinolin-9-one HCl), BrC1=NC=CC=C1 (2-bromo-pyridine), C=1C=CC(=CC1)P(C=2C=CC=CC2)C3=CC=C4C=CC=CC4=C3C5=C6C=CC=CC6=CC=C5P(C=7C=CC=CC7)C=8C=CC=CC8 (BINAP), CC(C)(C)[O-].[Na+] (NaOtBu). The reagents and catalysts are C=1C=CC(=CC1)/C=C/C(=O)/C=C/C2=CC=CC=C2.C=1C=CC(=CC1)/C=C/C(=O)/C=C/C2=CC=CC=C2.C=1C=CC(=CC1)/C=C/C(=O)/C=C/C2=CC=CC=C2.[Pd].[Pd] (Pd2dba3). The solvent is O1CCOCC1 (1,4-dioxane). Product: O1CCC2=C1C=CC(=C2)C2N(CC1=C2NC=2C=CC=CC2C1=O)C1=NC=CC=C1 (3-(2,3-Dihydro-benzofuran-5-yl)-2-pyridin-2-yl-1,2,3,4-tetrahydro-pyrrolo[3,4-b]quinolin-9-one). Reaction SMILES: Cl.[O:2]1[C:6]2[CH:7]=[CH:8][C:9]([CH:11]3[C:15]4[NH:16][C:17]5[CH:18]=[CH:19][CH:20]=[CH:21][C:22]=5[C:23](=[O:24])[C:14]=4[CH2:13][NH:12]3)=[CH:10][C:5]=2[CH2:4][CH2:3]1.Br[C:26]1[CH:31]=[CH:30][CH:29]=[CH:28][N:27]=1.C1C=CC(P(C2C(C3C(P(C4C=CC=CC=4)C4C=CC=CC=4)=CC=C4C=3C=CC=C4)=C3C(C=CC=C3)=CC=2)C2C=CC=CC=2)=CC=1.CC([O-])(C)C.[Na+]>O1CCOCC1.C1C=CC(/C=C/C(/C=C/C2C=CC=CC=2)=O)=CC=1.C1C=CC(/C=C/C(/C=C/C2C=CC=CC=2)=O)=CC=1.C1C=CC(/C=C/C(/C=C/C2C=CC=CC=2)=O)=CC=1.[Pd].[Pd]>[O:2]1[C:6]2[CH:7]=[CH:8][C:9]([CH:11]3[C:15]4[NH:16][C:17]5[CH:18]=[CH:19][CH:20]=[CH:21][C:22]=5[C:23](=[O:24])[C:14]=4[CH2:13][N:12]3[C:26]3[CH:31]=[CH:30][CH:29]=[CH:28][N:27]=3)=[CH:10][C:5]=2[CH2:4][CH2:3]1 |f:0.1,4.5,7.8.9.10.11|. Procedure: 3-(2,3-dihydro-5-benzofuranyl)-1,2,3,4-tetrahydro-9H-pyrrolo[3,4-b]quinolin-9-one HCl (0.30 g, 0.88 mmol) and 2-bromo-pyridine (2 mL), Pd2dba3 (0.23 g, 0.25 mmol), BINAP (0.47 g, 0.75 mmol) and NaOtBu (0.66 g, 6.87 mmol) were stirred in 1,4-dioxane (4 mL) at 90° C. for 1 hour. The resulting mixture was concentrated and then filtered on a plug of Celite with CH2Cl2. Purification by preparative TLC (5% CH3OH/CH2Cl2) yielded the title product as a yellow solid.